From a dataset of the Open Reaction Database (ORD), a public repository of structured organic reaction records. describe an organic reaction: reactants, conditions, products, and yield The reactants are [Na].COC=1C=C2C=C(C(NC2=CC1)=O)C1=NN=NN1 (6-methoxy-3-tetrazolyl-1,2-dihydroquinolin-2-one sodium salt), C([O-])([O-])=O.[Na+].[Na+] (sodium carbonate), N1=C(C=CC2=CC=CC=C12)COC(C1=CC=CC=C1)Cl ((2-Quinolylmethoxy)benzyl chloride), resultant mixture. Reagents/catalysts: [Br-].C(CCC)[N+](CCCC)(CCCC)CCCC (tetra-n-butylammoniumbromide). The solvent is CN(C)C=O (DMF). Run at temperature 80 celsius, time 15 hour. Product: COC=1C=C2C=C(C(NC2=CC1)=O)C=1N=NN(N1)CC1=CC(=CC=C1)OCC1=NC2=CC=CC=C2C=C1 (6-methoxy-3-{2-[3-(2-quinolylmethoxy)benzyl]tetrazolyl}quinolin-2-one), COC=1C=C2C=C(C(NC2=CC1)=O)C1=NN=NN1CC1=CC(=CC=C1)OCC1=NC2=CC=CC=C2C=C1 (6-methoxy-3-{1-[3-(2-quinolylmethoxy)benzyl]tetrazolyl}quinolin-2-one). RXN SMILES: [Na].[CH3:2][O:3][C:4]1[CH:5]=[C:6]2[C:11](=[CH:12][CH:13]=1)[NH:10][C:9](=[O:14])[C:8]([C:15]1[NH:19][N:18]=[N:17][N:16]=1)=[CH:7]2.[C:20](=O)([O-])[O-].[Na+].[Na+].[N:26]1[C:35]2[C:30](=[CH:31][CH:32]=[CH:33][CH:34]=2)[CH:29]=[CH:28][C:27]=1[CH2:36][O:37][CH:38](Cl)[C:39]1[CH:44]=[CH:43][CH:42]=[CH:41]C=1>[Br-].C([N+](CCCC)(CCCC)CCCC)CCC.CN(C=O)C>[CH3:2][O:3][C:4]1[CH:5]=[C:6]2[C:11](=[CH:12][CH:13]=1)[NH:10][C:9](=[O:14])[C:8]([C:15]1[N:19]=[N:18][N:17]([CH2:20][C:42]3[CH:43]=[CH:44][CH:39]=[C:38]([O:37][CH2:36][C:27]4[CH:28]=[CH:29][C:30]5[C:35](=[CH:34][CH:33]=[CH:32][CH:31]=5)[N:26]=4)[CH:41]=3)[N:16]=1)=[CH:7]2.[CH3:2][O:3][C:4]1[CH:5]=[C:6]2[C:11](=[CH:12][CH:13]=1)[NH:10][C:9](=[O:14])[C:8]([C:15]1[N:16]([CH2:20][C:42]3[CH:43]=[CH:44][CH:39]=[C:38]([O:37][CH2:36][C:27]4[CH:28]=[CH:29][C:30]5[C:35](=[CH:34][CH:33]=[CH:32][CH:31]=5)[N:26]=4)[CH:41]=3)[N:17]=[N:18][N:19]=1)=[CH:7]2 |f:0.1,2.3.4,6.7,^1:0|. Reported procedure: To 6-methoxy-3-tetrazolyl-1,2-dihydroquinolin-2-one sodium salt (36.7 g, 138 mmol), sodium carbonate (14.7 g, 138 mmol), and tetra-n-butylammoniumbromide (22.3 g, 66.1 mmol), was added DMF (2 liters). (2-Quinolylmethoxy)benzyl chloride (58.7 g) was added to the resultant mixture, and the mixture was stirred for 15 hours at a bath temperature of 80° C. Subsequently, the solvent of the reaction mixture was removed under reduced pressure. To the obtained residue was added an 2N sodium hydroxide aqu... Reported procedure: The low selectivity in the tosylation of guanosine derivative 6 prompted us to to use 3'-hydroxyl protection in the preparation of adenosine analog. Thus, 5'-O-DMT derivative 12 was converted to 3'-O-TBDPSi derivative which was 5'-deprotected to yield 13 with TFA in CH2Cl2. The reaction of 13 with a more reactive sulfonylating agent, p-nitrobenzenesulfonyl chloride, yielded unexpectedly a 2:1 mixture of 5'-O-p-nitrobenzenesulfonyl and 5'-chloro-5'-deoxy substituted derivatives 14 and 15. The mix... Reaction SMILES: [Si:1]([O:18][C@@H:19]1[C@@H:23]([CH2:24]O)[O:22][C@@H:21]([N:26]2[C:43]3[N:42]=[CH:41][N:40]=[C:30]([NH:31][C:32](=[O:39])[C:33]4[CH:38]=[CH:37][CH:36]=[CH:35][CH:34]=4)[C:29]=3[N:28]=[CH:27]2)[C@@H:20]1[O:44][CH3:45])([C:14]([CH3:17])([CH3:16])[CH3:15])([C:8]1[CH:13]=[CH:12][CH:11]=[CH:10][CH:9]=1)[C:2]1[CH:7]=[CH:6][CH:5]=[CH:4][CH:3]=1.[N+](C1C=CC(S(Cl)(=O)=O)=CC=1)([O-])=O.[Li][N:60]=[N+:61]=[N-:62]>>[N:60]([CH2:24][C@H:23]1[O:22][C@@H:21]([N:26]2[C:43]3[N:42]=[CH:41][N:40]=[C:30]([NH:31][C:32](=[O:39])[C:33]4[CH:38]=[CH:37][CH:36]=[CH:35][CH:34]=4)[C:29]=3[N:28]=[CH:27]2)[C@H:20]([O:44][CH3:45])[C@@H:19]1[O:18][Si:1]([C:14]([CH3:15])([CH3:16])[CH3:17])([C:8]1[CH:9]=[CH:10][CH:11]=[CH:12][CH:13]=1)[C:2]1[CH:3]=[CH:4][CH:5]=[CH:6][CH:7]=1)=[N+:61]=[N-:62]. Yields the product N(=[N+]=[N-])C[C@@H]1[C@H]([C@H]([C@@H](O1)N1C=NC=2C(NC(C3=CC=CC=C3)=O)=NC=NC12)OC)O[Si](C1=CC=CC=C1)(C1=CC=CC=C1)C(C)(C)C (5'-Azido-5'-deoxy-3'-O-t-butyldiphenylsilyl-N6 -benzoyl-2'-O-methyladenosine). The reactants are [Si](C1=CC=CC=C1)(C1=CC=CC=C1)(C(C)(C)C)O[C@H]1[C@H]([C@@H](O[C@@H]1CO)N1C=NC=2C(NC(C3=CC=CC=C3)=O)=NC=NC12)OC (3'-O-t-Butyldiphenylsilyl-N6 -benzoyl-2'-O-methyladenosine), [N+](=O)([O-])C1=CC=C(C=C1)S(=O)(=O)Cl (p-nitrobenzenesulfonyl chloride), [Li]N=[N+]=[N-] (LiN3). Reactants: CC(C)(C)c1cc(C(=O)c2ccccc2)cc(C(C)(C)C)c1O, CCO, ClCCl, Cl, [K+], NO, [OH-]. The product is CC(C)(C)c1cc(C(=NO)c2ccccc2)cc(C(C)(C)C)c1O. As a reaction SMILES: [C:1]([CH3:2])([CH3:3])([CH3:4])[c:5]1[cH:6][c:7]([C:8](=[O:9])[c:10]2[cH:11][cH:12][cH:13][cH:14][cH:15]2)[cH:16][c:17]([C:20]([CH3:21])([CH3:22])[CH3:23])[c:18]1[OH:19].[CH3:32][CH2:33][OH:34].[Cl:29][CH2:30][Cl:31].[ClH:24].[K+:28].[NH2:25][OH:26].[OH-:27]>>[C:1]([CH3:2])([CH3:3])([CH3:4])[c:5]1[cH:6][c:7]([C:8]([c:10]2[cH:11][cH:12][cH:13][cH:14][cH:15]2)=[N:25][OH:26])[cH:16][c:17]([C:20]([CH3:21])([CH3:22])[CH3:23])[c:18]1[OH:19].